This data is from the Open Reaction Database (ORD), a public repository of structured organic reaction records. The task is: describe an organic reaction: reactants, conditions, products, and yield Reactants: COc1ccccc1COCCCOc1ccc(C2C(O)CN(C(=O)OC(C)(C)C)CC2OCc2ccc3ccc(OCOCC[Si](C)(C)C)cc3c2)cc1, C[Si](C)(C)CCOCOc1ccc2ccc(CCl)cc2c1. The product is COc1ccccc1COCCCOc1ccc(C2C(O)CN(C(=O)OC(C)(C)C)CC2OCc2ccc3ccc(O)cc3c2)cc1. As a reaction SMILES: [C:22]([CH3:23])([CH3:24])([CH3:25])[O:26][C:27](=[O:28])[N:29]1[CH2:30][CH:31]([O:56][CH2:57][c:58]2[cH:59][c:60]3[cH:61][c:62]([O:68][CH2:69][O:70][CH2:71][CH2:72][Si:73]([CH3:74])([CH3:75])[CH3:76])[cH:63][cH:64][c:65]3[cH:66][cH:67]2)[CH:32]([c:36]2[cH:37][cH:38][c:39]([O:42][CH2:43][CH2:44][CH2:45][O:46][CH2:47][c:48]3[c:49]([O:54][CH3:55])[cH:50][cH:51][cH:52][cH:53]3)[cH:40][cH:41]2)[CH:33]([OH:35])[CH2:34]1.[Cl:1][CH2:2][c:3]1[cH:4][cH:5][c:6]2[c:7]([cH:8][c:9]([O:10][CH2:11][O:12][CH2:13][CH2:14][Si:15]([CH3:16])([CH3:17])[CH3:18])[cH:19][cH:20]2)[cH:21]1>>[C:22]([CH3:23])([CH3:24])([CH3:25])[O:26][C:27](=[O:28])[N:29]1[CH2:30][CH:31]([O:56][CH2:57][c:58]2[cH:59][c:60]3[cH:61][c:62]([OH:68])[cH:63][cH:64][c:65]3[cH:66][cH:67]2)[CH:32]([c:36]2[cH:37][cH:38][c:39]([O:42][CH2:43][CH2:44][CH2:45][O:46][CH2:47][c:48]3[c:49]([O:54][CH3:55])[cH:50][cH:51][cH:52][cH:53]3)[cH:40][cH:41]2)[CH:33]([OH:35])[CH2:34]1. The reactants are [OH-].[Na+] (sodium hydroxide), C([O-])([O-])=O.[K+].[K+] (potassium carbonate), C1(=CC=CC=C1)CC(=O)O (phenylacetic acid), C(C)(C)N(CC)C(C)C (Diisopropylethylamine), P(=O)(Cl)(Cl)Cl (phosphorus oxychloride), N1CCCCC1 (piperidine), ice, C(#N)CC(=O)OCC (ethyl cyanoacetate). The solvent is C(C)O (ethanol), O (Water), CN(C=O)C (DMF), CN(C=O)C (Dimethylformamide). Conditions: time 5 minute. Yields the product OC1=NC=C(C=C1C(=O)OCC)C1=CC=CC=C1 (Ethyl 2-hydroxy-5 -phenylpyridine-3-carboxylate). As a reaction SMILES: P(Cl)(Cl)(Cl)=O.[C:6]1([CH2:12][C:13](O)=O)[CH:11]=[CH:10][CH:9]=[CH:8][CH:7]=1.C(=O)([O-])[O-:17].[K+].[K+].[OH-].[Na+].C(C[C:27]([O:29][CH2:30][CH3:31])=[O:28])#N.N1CCCCC1.C([N:41]([CH:44]([CH3:46])C)[CH2:42]C)(C)C>CN(C)C=O.C(O)C.O>[OH:17][C:44]1[C:46]([C:27]([O:29][CH2:30][CH3:31])=[O:28])=[CH:13][C:12]([C:6]2[CH:7]=[CH:8][CH:9]=[CH:10][CH:11]=2)=[CH:42][N:41]=1 |f:2.3.4,5.6|. Procedure details: Dimethylformamide (DMF) (8.1 g, 8.6 mL, 110 mmol) was added dropwise to 13.8 g (8.4 mL, 90 mmol) of phosphorus oxychloride, while the internal temperature was maintained at 25°-30° C. using an ice bath. After stirring for 5 minutes at ambient temperature, phenylacetic acid (4.1 g, 30 mmol) was added dropwise as a solution in 15 mL of DMF. The mixture was heated at 70° C. overnight. The resultant brown solution was poured onto 125 g of ice and neutralized by the careful addition of potassium carb...